This data is from the Open Reaction Database (ORD), a public repository of structured organic reaction records. The task is: describe an organic reaction: reactants, conditions, products, and yield Reactants: ClC1=NC=CC(=C1)C(C(=O)OCC)C (Ethyl 2-(2-chloropyridin-4-yl)propanoate), C(C)(C)(C)NC([O-])=O (tert-butylcarbamate), C([O-])([O-])=O.[Cs+].[Cs+] (caesium carbonate), C1CCOC1 (THF). Reagents/catalysts: C=1C=CC(=CC1)/C=C/C(=O)/C=C/C2=CC=CC=C2.C=1C=CC(=CC1)/C=C/C(=O)/C=C/C2=CC=CC=C2.C=1C=CC(=CC1)/C=C/C(=O)/C=C/C2=CC=CC=C2.[Pd].[Pd] (Pd2 dba3), CC1(C2=C(C(=CC=C2)P(C3=CC=CC=C3)C4=CC=CC=C4)OC5=C(C=CC=C51)P(C6=CC=CC=C6)C7=CC=CC=C7)C (Xantphos). Run at temperature 65 celsius. Product: C(C)(C)(C)OC(=O)NC1=NC=CC(=C1)C(C(=O)OCC)C (Ethyl 2-(2-(tert-butoxycarbonylamino)pyridin-4-yl)propanoate). Isolated yield 61.0%. Reaction SMILES: Cl[C:2]1[CH:7]=[C:6]([CH:8]([CH3:14])[C:9]([O:11][CH2:12][CH3:13])=[O:10])[CH:5]=[CH:4][N:3]=1.C([NH:19][C:20](=[O:22])[O-:21])(C)(C)C.[C:23](=O)([O-])[O-].[Cs+].[Cs+].[CH2:29]1[CH2:33]OC[CH2:30]1>C1C=CC(/C=C/C(/C=C/C2C=CC=CC=2)=O)=CC=1.C1C=CC(/C=C/C(/C=C/C2C=CC=CC=2)=O)=CC=1.C1C=CC(/C=C/C(/C=C/C2C=CC=CC=2)=O)=CC=1.[Pd].[Pd].CC1(C)C2C(=C(P(C3C=CC=CC=3)C3C=CC=CC=3)C=CC=2)OC2C(P(C3C=CC=CC=3)C3C=CC=CC=3)=CC=CC1=2>[C:29]([O:21][C:20]([NH:19][C:2]1[CH:7]=[C:6]([CH:8]([CH3:14])[C:9]([O:11][CH2:12][CH3:13])=[O:10])[CH:5]=[CH:4][N:3]=1)=[O:22])([CH3:30])([CH3:33])[CH3:23] |f:2.3.4,6.7.8.9.10|. Procedure details: A mixture of ethyl 2-(2-chloropyridin-4-yl)propanoate (51) (1.55 g, 7.25 mmol), tert-butylcarbamate (2.55 g, 21.76 mmol), Pd2 dba3 (0.166 g, 0.181 mmol), caesium carbonate (3.55 g, 10.88 mmol) and Xantphos (0.210 g, 0.363 mmol) in THF (10 mL) was purged with nitrogen and heated at 65° C. for 48 hr. The mixture was then cooled to RT, diluted with water and extracted with ether. The ether layer was washed with water and brine and then dried (MgSO4) and evaporated in vacuo. The residue was purified... Starting materials: COc1ccc([N+](=O)[O-])cc1O[Si](C)(C)C(C)(C)C, CCOC(C)=O, [H][H]. Yields the product COc1ccc(N)cc1O[Si](C)(C)C(C)(C)C. Reaction SMILES: [C:1]([CH3:2])([CH3:3])([CH3:4])[Si:5]([CH3:6])([CH3:7])[O:8][c:9]1[c:10]([O:18][CH3:19])[cH:11][cH:12][c:13]([N+:15]([O-:16])=[O:17])[cH:14]1.[CH3:22][CH2:23][O:24][C:25](=[O:26])[CH3:27].[H:20][H:21]>>[C:1]([CH3:2])([CH3:3])([CH3:4])[Si:5]([CH3:6])([CH3:7])[O:8][c:9]1[c:10]([O:18][CH3:19])[cH:11][cH:12][c:13]([NH2:15])[cH:14]1. Reactants: CC1(N2C([C@H]([C@H]2CCO1)C(C)(OC(=O)OCC1=CC=C(C=C1)[N+](=O)[O-])C)=O)C ((6R,7R)-2,2-dimethyl-7-[1-methyl-1-(4-nitrobenzyloxycarbonyloxy)ethyl]-1-aza-3-oxabicyclo[4.2.0]octan-8-one). Solvent: C(C)(=O)O (acetic acid), O (water). Conditions: temperature 65 celsius. Yields the product OCC[C@@H]1[C@@H](C(N1)=O)C(C)(OC(=O)OCC1=CC=C(C=C1)[N+](=O)[O-])C ((3R,4R)-4-(2-hydroxyethyl)-3-[1-methyl-1-(4-nitrobenzyloxycarbonyloxy)ethyl]azetidin-2-one). Isolated yield 84.1%. As a reaction SMILES: CC1(C)[O:9][CH2:8][CH2:7][C@H:6]2[N:3]1[C:4](=[O:27])[C@H:5]2[C:10]([CH3:26])([O:12][C:13]([O:15][CH2:16][C:17]1[CH:22]=[CH:21][C:20]([N+:23]([O-:25])=[O:24])=[CH:19][CH:18]=1)=[O:14])[CH3:11]>C(O)(=O)C.O>[OH:9][CH2:8][CH2:7][C@H:6]1[NH:3][C:4](=[O:27])[C@H:5]1[C:10]([CH3:26])([O:12][C:13]([O:15][CH2:16][C:17]1[CH:18]=[CH:19][C:20]([N+:23]([O-:25])=[O:24])=[CH:21][CH:22]=1)=[O:14])[CH3:11]. Reported procedure: A solution of (6R,7R)-2,2-dimethyl-7-[1-methyl-1-(4-nitrobenzyloxycarbonyloxy)ethyl]-1-aza-3-oxabicyclo[4.2.0]octan-8-one (200 mg) in a mixture of acetic acid (3.2 ml) and water (0.8 ml) was heated at 65° C. for 1 hour. The mixture was cooled to room temperature and evaporated in vacuo. The crystalline residue was washed with ether to give (3R,4R)-4-(2-hydroxyethyl)-3-[1-methyl-1-(4-nitrobenzyloxycarbonyloxy)ethyl]azetidin-2-one (151 mg).